Dataset: the Open Reaction Database (ORD), a public repository of structured organic reaction records. Task: describe an organic reaction: reactants, conditions, products, and yield Starting materials: O=S(Cl)Cl, OC1c2ccccc2CSc2ccccc21, c1ccccc1. The product is ClC1c2ccccc2CSc2ccccc21. RXN SMILES: [S:17]([Cl:18])([Cl:19])=[O:20].[cH:1]1[cH:2][cH:3][cH:4][c:5]2[c:11]1[CH:10]([OH:12])[c:9]1[c:8]([cH:16][cH:15][cH:14][cH:13]1)[CH2:7][S:6]2.[cH:21]1[cH:22][cH:23][cH:24][cH:25][cH:26]1>>[cH:1]1[cH:2][cH:3][cH:4][c:5]2[c:11]1[CH:10]([Cl:19])[c:9]1[c:8]([cH:16][cH:15][cH:14][cH:13]1)[CH2:7][S:6]2.